Dataset: the Open Reaction Database (ORD), a public repository of structured organic reaction records. Task: describe an organic reaction: reactants, conditions, products, and yield Reactants: ClC=1C(=NC=C(C1)C(F)(F)F)C(CN1C(C=2C(C1=O)=CC=CC2)=O)=NO (N-[2-[3-chloro-5-(trifluoromethyl)pyridin-2-yl]-2-(hydroxyimino)ethyl]phthalimide), C([O-])([O-])=O.[K+].[K+] (potassium carbonate), C1(CC1)CBr (cyclopropylmethyl bromide), O (water). Run in CN(C=O)C (N,N-dimethylformamide). Conditions: time 18 hour. Yields the product ClC=1C(=NC=C(C1)C(F)(F)F)/C(/CN1C(C=2C(C1=O)=CC=CC2)=O)=N/OCC2CC2 ((E)-N-[2-[3-chloro-5-(trifluoromethyl)pyridin-2-yl]-2-(cyclopropylmethoxyimino)ethyl]phthalimide). The yield is 28.6%. Reaction SMILES: [Cl:1][C:2]1[C:3]([C:12](=[N:25][OH:26])[CH2:13][N:14]2[C:18](=[O:19])[C:17]3=[CH:20][CH:21]=[CH:22][CH:23]=[C:16]3[C:15]2=[O:24])=[N:4][CH:5]=[C:6]([C:8]([F:11])([F:10])[F:9])[CH:7]=1.C(=O)([O-])[O-].[K+].[K+].[CH:33]1([CH2:36]Br)[CH2:35][CH2:34]1.O>CN(C)C=O>[Cl:1][C:2]1[C:3](/[C:12](=[N:25]/[O:26][CH2:36][CH:33]2[CH2:35][CH2:34]2)/[CH2:13][N:14]2[C:18](=[O:19])[C:17]3=[CH:20][CH:21]=[CH:22][CH:23]=[C:16]3[C:15]2=[O:24])=[N:4][CH:5]=[C:6]([C:8]([F:10])([F:11])[F:9])[CH:7]=1 |f:1.2.3|. Procedure details: To 300 mg of N-[2-[3-chloro-5-(trifluoromethyl)pyridin-2-yl]-2-(hydroxyimino)ethyl]phthalimide in 5 ml of N,N-dimethylformamide, 324 mg of potassium carbonate and 158 mg of cyclopropylmethyl bromide were added, and the mixture was stirred at room temperature for 18 hours. After completion of the reaction, the reaction mixture was mixed with 5 ml of water and extracted with ethyl acetate (5 ml×3), the resulting organic layers were combined, washed with water and dried over saturated aqueous sodiu... Reactants: ClC(OC1=CC=C(C=C1)NC(C1=CN=C(C(=C1)C1=CC=NN1)NCC(CCO)O)=O)(F)F (N-(4-(chlorodifluoromethoxy)phenyl)-6-((2,4-dihydroxybutyl)amino)-5-(1H-pyrazol-5-yl)nicotinamide). The solvent is CCCCCCC.CCO.CO (n-heptane EtOH MeOH). Yields the product ClC(OC1=CC=C(C=C1)NC(C1=CN=C(C(=C1)C1=CC=NN1)NC[C@H](CCO)O)=O)(F)F ((S)—N-(4-(Chlorodifluoromethoxy)phenyl)-6-((2,4-dihydroxybutyl)amino)-5-(1H-pyrazol-5-yl)nicotinamide). Reaction SMILES: [Cl:1][C:2]([F:32])([F:31])[O:3][C:4]1[CH:9]=[CH:8][C:7]([NH:10][C:11](=[O:30])[C:12]2[CH:17]=[C:16]([C:18]3[NH:22][N:21]=[CH:20][CH:19]=3)[C:15]([NH:23][CH2:24][CH:25]([OH:29])[CH2:26][CH2:27][OH:28])=[N:14][CH:13]=2)=[CH:6][CH:5]=1>CCCCCCC.CCO.CO>[Cl:1][C:2]([F:31])([F:32])[O:3][C:4]1[CH:9]=[CH:8][C:7]([NH:10][C:11](=[O:30])[C:12]2[CH:17]=[C:16]([C:18]3[NH:22][N:21]=[CH:20][CH:19]=3)[C:15]([NH:23][CH2:24][C@@H:25]([OH:29])[CH2:26][CH2:27][OH:28])=[N:14][CH:13]=2)=[CH:6][CH:5]=1 |f:1.2.3|. Reported procedure: The title compound was prepared by chiral separation (Preparative chiral HPLC, ChiralPak® AS, 20 μm 50×500 mm, mobile phase: n-heptane/EtOH/MeOH (85:10:5)+0.05% DEA, flow rate 68 mL/min, wavelength: 210 nm) of a racemic mixture of N-(4-(chlorodifluoromethoxy)phenyl)-6-((2,4-dihydroxybutyl)amino)-5-(1H-pyrazol-5-yl)nicotinamide (Example 97), slower eluting isomer (Peak 2, tR=12.52 min). Or alternatively, in an analogous fashion to that described in Example 97 using (S)-benzyl(2,4-dihydroxybutyl)c...